This data is from the Open Reaction Database (ORD), a public repository of structured organic reaction records. The task is: describe an organic reaction: reactants, conditions, products, and yield Reactants: SC1=[N+](C=CC=C1)[O-] (2-mercaptopyridine N-oxide), [Na] (sodium), CC1=CC(=C(C(=C1)C)CCl)C (α2 chloroisodurene). Solvent: C(C)O (ethanol). Product: CC1=C(C(=CC(=C1)C)C)CSC1=[N+](C=CC=C1)[O-] (2-(2,4,6-trimethylphenylmethylthio)pyridine N-oxide). The yield is 88.7%. As a reaction SMILES: [SH:1][C:2]1[CH:7]=[CH:6][CH:5]=[CH:4][N+:3]=1[O-:8].[Na].[CH3:10][C:11]1[CH:16]=[C:15]([CH3:17])[C:14]([CH2:18]Cl)=[C:13]([CH3:20])[CH:12]=1>C(O)C>[CH3:20][C:13]1[CH:12]=[C:11]([CH3:10])[CH:16]=[C:15]([CH3:17])[C:14]=1[CH2:18][S:1][C:2]1[CH:7]=[CH:6][CH:5]=[CH:4][N+:3]=1[O-:8] |^1:8|. Procedure details: A mixture of 17 gms (0.05 mole) 2-mercaptopyridine N-oxide, sodium salt (40% aqueous solution) and 8.5 gms (0.05 mole) α2 chloroisodurene in 50 ml of ethanol is brought to reflux for 15 minutes. The volatiles are removed and the residue extracted with 150 ml of boiling chloroform, filtered and dried over sodium sulfate. Evaporation and trituration of the residue with a few drops of acetone induce crystallization. A yield of 11.5 gms of 2-(2,4,6-trimethylphenylmethylthio)pyridine N-oxide is obtai... Starting materials: N([C@@H]([C@@H](C)CC)C(=O)OC1=C(F)C(F)=C(F)C(F)=C1F)C(=O)OCC1C2=CC=CC=C2C2=CC=CC=C12 (Fmoc-L-Ile-OPfp). The solvent is C1CCOC1 (THF). The product is N([C@@H]([C@@H](C)CC)C(=O)O)C(=O)OCC1C2=CC=CC=C2C2=CC=CC=C12 (Fmoc-L-Ile). Isolated yield 29.2%. As a reaction SMILES: [NH:1]([C:21]([O:23][CH2:24][CH:25]1[C:37]2[C:32](=[CH:33][CH:34]=[CH:35][CH:36]=2)[C:31]2[C:26]1=[CH:27][CH:28]=[CH:29][CH:30]=2)=[O:22])[C@H:2]([C:7]([O:9]C1C(F)=C(F)C(F)=C(F)C=1F)=[O:8])[C@H:3]([CH2:5][CH3:6])[CH3:4]>C1COCC1>[NH:1]([C:21]([O:23][CH2:24][CH:25]1[C:26]2[C:31](=[CH:30][CH:29]=[CH:28][CH:27]=2)[C:32]2[C:37]1=[CH:36][CH:35]=[CH:34][CH:33]=2)=[O:22])[C@H:2]([C:7]([OH:9])=[O:8])[C@H:3]([CH2:5][CH3:6])[CH3:4]. Procedure: A solution of AE (50 mg; 0.185 mmol) in THF (5 ml) was added with Fmoc-L-Ile-OPfp (211 mg; 0.407 mmol). The solution was refluxed for 48 hrs, the solvent was evaporated, and the residue was purified by chromatography (petroleum ether/ethyl acetate 3:1). 42 mg (37%) of Fmoc-L-Ile-Aloe was isolated as an an orange-coloured powder. The reactants are C(=O)C1=C(C=C(C=C1)C#CCCC(=O)OC)[N+](=O)[O-] (Methyl 5-(4-formyl-3-nitrophenyl)pent-4-ynoate), [H][H] (hydrogen). Reagents/catalysts: [Pd] (Pd/C). Run in CO (MeOH). Yields the product NC=1C=C(C=CC1C=O)CCCCC(=O)OC (methyl 5-(3-amino-4-formylphenyl)pentanoate). RXN SMILES: [CH:1]([C:3]1[CH:8]=[CH:7][C:6]([C:9]#[C:10][CH2:11][CH2:12][C:13]([O:15][CH3:16])=[O:14])=[CH:5][C:4]=1[N+:17]([O-])=O)=[O:2].[H][H]>CO.[Pd]>[NH2:17][C:4]1[CH:5]=[C:6]([CH2:9][CH2:10][CH2:11][CH2:12][C:13]([O:15][CH3:16])=[O:14])[CH:7]=[CH:8][C:3]=1[CH:1]=[O:2]. Procedure: Methyl 5-(4-formyl-3-nitrophenyl)pent-4-ynoate (522 mg) was reduced by 5% Pd/C (53 mg) in MeOH with hydrogen balloon at room temperature. Filtration followed by concentration under reduced pressure afforded methyl 5-(3-amino-4-formylphenyl)pentanoate. MS-ESI m/z 236.28 (MH+). The reactants are [N+](=O)([O-])C1=C(C=CC=C1)CCO (2-(2-nitrophenyl)ethanol), P(Br)(Br)Br (PBr3), O (water). Solvent: C1=CC=CC=C1 (benzene). Yields the product [N+](=O)([O-])C1=C(C=CC=C1)CCBr (2-(2-nitrophenyl)ethyl bromide). As a reaction SMILES: [N+:1]([C:4]1[CH:9]=[CH:8][CH:7]=[CH:6][C:5]=1[CH2:10][CH2:11]O)([O-:3])=[O:2].P(Br)(Br)[Br:14].O>C1C=CC=CC=1>[N+:1]([C:4]1[CH:9]=[CH:8][CH:7]=[CH:6][C:5]=1[CH2:10][CH2:11][Br:14])([O-:3])=[O:2]. Procedure: 2.5 ml of 2-(2-nitrophenyl)ethanol and 5.4 ml of PBr3 were stirred and mixed at 0° C. for 30 minutes to carry out reaction, and the resultant reaction mixture was diluted with 30 ml of benzene and the diluted mixture was then poured into 30 ml of water. The separated organic layer was separated, dried over anhydrous sodium sulfate, and then treated under reduced pressure to distill off the solvent, thereby obtaining 3 g of the crude product of 2-(2-nitrophenyl)ethyl bromide. Starting materials: OC1=CC2=C(CCO2)C=C1 (6-hydroxy-2,3-dihydrobenzofuran), C(\C=C(/C)\CCC=C(C)C)Br (geranyl bromide), C([O-])([O-])=O.[K+].[K+] (potassium carbonate). Run in C(C)C(=O)C (methyl ethyl ketone). Run at time 70 hour. Product: CC(=CCOC1=CC2=C(CCO2)C=C1)CCC=C(C)C (6-[(3,7-dimethyl-2,6-octadienyl)-oxy]-2,3-dihydrobenzofuran). Reaction SMILES: [OH:1][C:2]1[CH:10]=[CH:9][C:5]2[CH2:6][CH2:7][O:8][C:4]=2[CH:3]=1.[CH2:11](Br)/[CH:12]=[C:13](/[CH2:15][CH2:16][CH:17]=[C:18]([CH3:20])[CH3:19])\[CH3:14].C(=O)([O-])[O-].[K+].[K+]>C(C(C)=O)C>[CH3:14][C:13]([CH2:15][CH2:16][CH:17]=[C:18]([CH3:20])[CH3:19])=[CH:12][CH2:11][O:1][C:2]1[CH:10]=[CH:9][C:5]2[CH2:6][CH2:7][O:8][C:4]=2[CH:3]=1 |f:2.3.4|. Procedure details: A mixture of 27.7 g. of 6-hydroxy-2,3-dihydrobenzofuran, 52.1 g. of geranyl bromide and 41.4 g. of anhydrous powdered potassium carbonate in 200 ml. of methyl ethyl ketone is heated under reflux with stirring for 70 hours. The cooled reaction mixture is filtered, the residual potassium carbonate washed with acetone and the filtrate evaporated. By chromatography on silica gel with hexane/diethyl ether (4:1 parts by volume) there is obtained pure 6-[(3,7-dimethyl-2,6-octadienyl)-oxy]-2,3-dihydrobe... Starting materials: C(C)(C)(C)OC(=O)N1CCC(CC1)OC1=CC=C(NCC2=CC=C3C=CC(=CC3=C2)C#N)C=C1 (7-[[4-[(1-t-butoxycarbonyl-4-piperidyl)oxy]anilino]methyl]-2-naphthalenecarbonitrile), C(C)(C)S(=O)(=O)Cl (isopropylsulfonyl chloride). Product: C(C)(C)(C)OC(=O)N1CCC(CC1)OC1=CC=C(C=C1)N(S(=O)(=O)C(C)C)CC1=CC2=CC(=CC=C2C=C1)C#N (N-[4-[(1-t-Butoxycarbonyl-4-piperidyl)oxy]phenyl]-N-[(7-cyano-2-naphthyl)methyl]isopropanesulfonamide). As a reaction SMILES: [C:1]([O:5][C:6]([N:8]1[CH2:13][CH2:12][CH:11]([O:14][C:15]2[CH:34]=[CH:33][C:18]([NH:19][CH2:20][C:21]3[CH:30]=[C:29]4[C:24]([CH:25]=[CH:26][C:27]([C:31]#[N:32])=[CH:28]4)=[CH:23][CH:22]=3)=[CH:17][CH:16]=2)[CH2:10][CH2:9]1)=[O:7])([CH3:4])([CH3:3])[CH3:2].[CH:35]([S:38](Cl)(=[O:40])=[O:39])([CH3:37])[CH3:36]>>[C:1]([O:5][C:6]([N:8]1[CH2:13][CH2:12][CH:11]([O:14][C:15]2[CH:16]=[CH:17][C:18]([N:19]([CH2:20][C:21]3[CH:22]=[CH:23][C:24]4[C:29](=[CH:28][C:27]([C:31]#[N:32])=[CH:26][CH:25]=4)[CH:30]=3)[S:38]([CH:35]([CH3:37])[CH3:36])(=[O:40])=[O:39])=[CH:33][CH:34]=2)[CH2:10][CH2:9]1)=[O:7])([CH3:4])([CH3:2])[CH3:3]. Procedure details: Starting compound: 7-[[4-[(1-t-butoxycarbonyl-4-piperidyl)oxy]anilino]methyl]-2-naphthalenecarbonitrile, isopropylsulfonyl chloride.